From a dataset of the Open Reaction Database (ORD), a public repository of structured organic reaction records. describe an organic reaction: reactants, conditions, products, and yield Reactants: CNC(=O)c1cnc(Oc2ccc3c(c2)CCNCC3)cn1, O=C1CCCC1. Product: CNC(=O)c1cnc(Oc2ccc3c(c2)CCN(C2CCCC2)CC3)cn1. Reaction SMILES: [CH3:1][NH:2][C:3](=[O:4])[c:5]1[n:6][cH:7][c:8]([O:11][c:12]2[cH:13][c:14]3[c:15]([cH:21][cH:22]2)[CH2:16][CH2:17][NH:18][CH2:19][CH2:20]3)[n:9][cH:10]1.[O:23]=[C:24]1[CH2:25][CH2:26][CH2:27][CH2:28]1>>[CH3:1][NH:2][C:3](=[O:4])[c:5]1[n:6][cH:7][c:8]([O:11][c:12]2[cH:13][c:14]3[c:15]([cH:21][cH:22]2)[CH2:16][CH2:17][N:18]([CH:24]2[CH2:25][CH2:26][CH2:27][CH2:28]2)[CH2:19][CH2:20]3)[n:9][cH:10]1. Starting materials: COC=1C=CC(=C(C1)N)C=1C(C2=CC=C(C=C2CC1)OC)(C)C (5-methoxy-2-(6-methoxy-1,1-dimethyl-1,4-dihydronaphthalen-2-yl)phenylamine), Cl.FC=1C=C(C(=O)O)C=CC1OCCN1CCCCC1 (3-fluoro-4-(2-piperidin-1-ylethoxy)benzoic acid hydrochloride), FC=1C=C(CNC2=C(C=CC(=C2)OC)C=2C(C3=CC=C(C=C3CC2)OC)(C)C)C=CC1OCCN1CCCCC1 ([3-fluoro-4-(2-piperidin-1-ylethoxy)benzyl][5-methoxy-2-(6-methoxy-1,1-dimethyl-1,4-dihydronaphthalen-2-yl)phenyl]amine). The product is C(C)N(C1=C(C=CC(=C1)OC)C=1C(C2=CC=C(C=C2CC1)OC)(C)C)CC1=CC(=C(C=C1)OCCN1CCCCC1)F (ethyl [3-fluoro-4-(2-piperidin-1-ylethoxy)benzyl][5-methoxy-2-(6-methoxy-1,1-dimethyl-1,4-dihydronaphthalen-2-yl)phenyl]amine). RXN SMILES: COC1C=CC(C2C(C)(C)C3C(CC=2)=CC(OC)=CC=3)=C(N)C=1.Cl.[F:25][C:26]1[CH:27]=[C:28]([CH:32]=[CH:33][C:34]=1[O:35][CH2:36][CH2:37][N:38]1[CH2:43][CH2:42][CH2:41][CH2:40][CH2:39]1)[C:29](O)=O.FC1C=[C:47](C=CC=1OCCN1CCCCC1)[CH2:48][NH:49][C:50]1[CH:55]=[C:54]([O:56][CH3:57])[CH:53]=[CH:52][C:51]=1[C:58]1[C:59]([CH3:71])([CH3:70])[C:60]2[C:65]([CH2:66][CH:67]=1)=[CH:64][C:63]([O:68][CH3:69])=[CH:62][CH:61]=2>>[CH2:48]([N:49]([CH2:29][C:28]1[CH:32]=[CH:33][C:34]([O:35][CH2:36][CH2:37][N:38]2[CH2:43][CH2:42][CH2:41][CH2:40][CH2:39]2)=[C:26]([F:25])[CH:27]=1)[C:50]1[CH:55]=[C:54]([O:56][CH3:57])[CH:53]=[CH:52][C:51]=1[C:58]1[C:59]([CH3:70])([CH3:71])[C:60]2[C:65]([CH2:66][CH:67]=1)=[CH:64][C:63]([O:68][CH3:69])=[CH:62][CH:61]=2)[CH3:47] |f:1.2|. Procedure: Synthesized from 5-methoxy-2-(6-methoxy-1,1-dimethyl-1,4-dihydronaphthalen-2-yl)phenylamine and 3-fluoro-4-(2-piperidin-1-ylethoxy)benzoic acid hydrochloride according to an analogous synthetic method to Example 114, [3-fluoro-4-(2-piperidin-1-ylethoxy)benzyl][5-methoxy-2-(6-methoxy-1,1-dimethyl-1,4-dihydronaphthalen-2-yl)phenyl]amine (316 mg) was used according to an analogous synthetic method to Example 36 to provide ethyl [3-fluoro-4-(2-piperidin-1-ylethoxy)benzyl][5-methoxy-2-(6-methoxy-1,1-...